Task: describe an organic reaction: reactants, conditions, products, and yield. Dataset: the Open Reaction Database (ORD), a public repository of structured organic reaction records Reactants: BrC=1C=C2C=CN=CC2=CC1Cl (6-Bromo-7-chloro-isoquinoline), ClC1=C(C=C2C=CN=CC2=C1)SCC1CCNCC1.C(C)(C)(C)OC(=O)N1CCC(CC1)CBr (4-Bromomethyl-piperidine-1-carboxylic acid tert-butyl ester 7-Chloro-6-(piperidin-4-ylmethylsulfanyl)-isoquinoline), Cl (hydrochloride). The product is Cl.ClC1=C(C=C2C=CN=CC2=C1)SCC1CCNCC1 (7-Chloro-6-(piperidin-4-ylmethylsulfanyl)-isoquinoline hydrochloride). RXN SMILES: BrC1C=C2C(=CC=1[Cl:12])C=NC=C2.[Cl:13][C:14]1[CH:23]=[C:22]2[C:17]([CH:18]=[CH:19][N:20]=[CH:21]2)=[CH:16][C:15]=1[S:24][CH2:25][CH:26]1[CH2:31][CH2:30][NH:29][CH2:28][CH2:27]1.C(OC(N1CCC(CBr)CC1)=O)(C)(C)C.Cl>>[ClH:12].[Cl:13][C:14]1[CH:23]=[C:22]2[C:17]([CH:18]=[CH:19][N:20]=[CH:21]2)=[CH:16][C:15]=1[S:24][CH2:25][CH:26]1[CH2:31][CH2:30][NH:29][CH2:28][CH2:27]1 |f:1.2,4.5|. Procedure details: Starting from 6-Fluoro-7-chloroisoquinoline (263) and 4-Bromomethyl-piperidine-1-carboxylic acid tert-butyl ester 7-Chloro-6-(piperidin-4-ylmethylsulfanyl)-isoquinoline could be obtained according to the procedures described for 272, 267, 268 as the hydrochloride. Rt=0.78 min (Method B). Detected mass: 293.1/295.1 (M+H+). The reactants are COc1ccc2c(C(=O)O)cn(-c3ccnc4ccccc34)c2c1, CN(C)C=O, O=S(Cl)Cl. Product: COc1ccc2c(C(=O)Cl)cn(-c3ccnc4ccccc34)c2c1. RXN SMILES: [C:5](=[O:6])([OH:7])[c:8]1[cH:9][n:10](-[c:19]2[cH:20][cH:21][n:22][c:23]3[cH:24][cH:25][cH:26][cH:27][c:28]23)[c:11]2[cH:12][c:13]([O:17][CH3:18])[cH:14][cH:15][c:16]12.[CH3:29][N:30]([CH3:31])[CH:32]=[O:33].[S:1]([Cl:2])([Cl:3])=[O:4]>>[Cl:3][C:5](=[O:6])[c:8]1[cH:9][n:10](-[c:19]2[cH:20][cH:21][n:22][c:23]3[cH:24][cH:25][cH:26][cH:27][c:28]23)[c:11]2[cH:12][c:13]([O:17][CH3:18])[cH:14][cH:15][c:16]12.